From a dataset of the Open Reaction Database (ORD), a public repository of structured organic reaction records. describe an organic reaction: reactants, conditions, products, and yield Starting materials: C1(=CC=C(C=C1)NN)C (p-tolylhydrazine), Cl (HCl), C(C=C)C1(CN(CCC1=O)C)C (3-allyl-1,3-dimethyl-piperidin-4-one), OS(=O)(=O)O (H2SO4). Run in O1CCOCC1 (1,4-dioxane), O1CCOCC1 (dioxane). Product: C(C=C)C1(CN(CC2=C1NC=1C=CC(=CC21)C)C)C (4-allyl-2,4,8-trimethyl-2,3,4,5-tetrahydro-1H-pyrido[4,3-b]indole). Reaction SMILES: [C:1]1([CH3:9])[CH:6]=[CH:5][C:4]([NH:7]N)=[CH:3][CH:2]=1.Cl.[CH2:11]([C:14]1([CH3:22])[C:19](=O)[CH2:18][CH2:17][N:16]([CH3:21])[CH2:15]1)[CH:12]=[CH2:13].OS(O)(=O)=O>O1CCOCC1>[CH2:11]([C:14]1([CH3:22])[C:19]2[NH:7][C:4]3[CH:3]=[CH:2][C:1]([CH3:9])=[CH:6][C:5]=3[C:18]=2[CH2:17][N:16]([CH3:21])[CH2:15]1)[CH:12]=[CH2:13]. Reported procedure: To a stirred solution of p-tolylhydrazine.HCl (1.2 g, 7.56 mmol) and 3-allyl-1,3-dimethyl-piperidin-4-one (1.5 g, 9.077 mmol) in 1,4-dioxane (12 mL) at 25° C. was added conc. H2SO4 (1 mL). The reaction mixture was heated at 100° C. for 30 min after which the dioxane layer was decanted and residue was basified with saturated aqueous NaHCO3 solution. The product was extracted with EtOAc (3×50 mL), organic layer dried over anhydrous sodium sulfate and concentrated under reduced pressure to obtain 1... The reactants are 10, [O-2].[Mg+2] (Magnesium oxide), C(CCCCCCCCCCC)C1=C(C=CC=C1)S(=O)(=O)O (dodecylbenzene sulfonic acid), C1(=CC=CC=C1)C.C(CCCCC(C)C)O (toluene isooctanol), C(=O)=O (carbon dioxide). The product is C([O-])([O-])=O.[Mg+2].C(CCCCCCCCCCC)OS(=O)(=O)C1=CC=CC=C1.[Mg] (magnesium carbonate magnesium dodecylbenzenesulfonate). RXN SMILES: [O-2].[Mg+2:2].C([C:15]1[CH:20]=[CH:19][CH:18]=[CH:17][C:16]=1[S:21]([OH:24])(=[O:23])=[O:22])CCCCCCCCCCC.[C:25](=[O:27])=[O:26].[C:28]1([CH3:34])[CH:33]=[CH:32][CH:31]=[CH:30][CH:29]=1.[CH2:35]([OH:43])[CH2:36][CH2:37][CH2:38][CH2:39]C(C)C>>[C:25](=[O:43])([O-:27])[O-:26].[Mg+2:2].[CH2:35]([O:24][S:21]([C:16]1[CH:15]=[CH:20][CH:19]=[CH:18][CH:17]=1)(=[O:22])=[O:23])[CH2:36][CH2:37][CH2:38][CH2:39][CH2:29][CH2:30][CH2:31][CH2:32][CH2:33][CH2:28][CH3:34].[Mg:2] |f:0.1,4.5,6.7.8.9|. Procedure: Magnesium oxide and dodecylbenzene sulfonic acid were reacted in the mixed toluene-isooctanol solvent, followed by treatment with carbon dioxide gas to obtain overbased magnesium dodecylbenzene sulfonate-carbonate complex, which had metal ratio of 10. Reactants: CN1CCNCC1 (methylpiperazine), BrC1=C(C2=C(OCCO2)C(=C1Br)[N+](=O)[O-])C(=O)Cl (6,7-dibromo-8-nitro-1,4-benzodioxane-5-carbonyl chloride). Run in CC(C(C)=O)CC (methylethylacetone). Reaction conditions: temperature 10 celsius. The product is CN1CCN(CC1)C(=O)C1=C(C(=C(C=2OCCOC21)[N+](=O)[O-])Br)Br (5-[(4-methyl-1-piperazinyl)-carbonyl]-6,7-dibromo-8-nitro-1,4-benzodioxane). Yield: 69.5%. Reaction SMILES: [CH3:1][N:2]1[CH2:7][CH2:6][NH:5][CH2:4][CH2:3]1.[Br:8][C:9]1[C:18]([Br:19])=[C:17]([N+:20]([O-:22])=[O:21])[C:12]2[O:13][CH2:14][CH2:15][O:16][C:11]=2[C:10]=1[C:23](Cl)=[O:24]>CC(CC)C(=O)C>[CH3:1][N:2]1[CH2:7][CH2:6][N:5]([C:23]([C:10]2[C:11]3[O:16][CH2:15][CH2:14][O:13][C:12]=3[C:17]([N+:20]([O-:22])=[O:21])=[C:18]([Br:19])[C:9]=2[Br:8])=[O:24])[CH2:4][CH2:3]1. Procedure: 400 ml of methylethylacetone and 11 g of methylpiperazine were introduced into a balloon flask provided with an agitator and a thermometer. The mixture was cooled to 10° C. and then 41 g of 6,7-dibromo-8-nitro-1,4-benzodioxane-5-carbonyl chloride were added in portions with the temperature being maintained below 20° C. After agitation of the mixture, the crystals were dried off, washed with methylethylcetone and dried and then dissolved in water and reprecipitated by addition of 50 ml of 20% amm... Reactants: FC(C=1C=C2C=NNC2=C(C1)C(=O)OC)(F)F (Methyl 5-(trifluoromethyl)-1H-indazole-7-carboxylate), ICC(C)C (1-iodo-2-methylpropane). Product: COC(=O)C=1C=C(C=C2C=NN(C12)CC(C)C)C(F)(F)F (1-Isobutyl-5-trifluoromethyl-1H-indazole-7-carboxylic acid methyl ester). The yield is 39.0%. As a reaction SMILES: [F:1][C:2]([F:17])([F:16])[C:3]1[CH:4]=[C:5]2[C:9](=[C:10]([C:12]([O:14][CH3:15])=[O:13])[CH:11]=1)[NH:8][N:7]=[CH:6]2.I[CH2:19][CH:20]([CH3:22])[CH3:21]>>[CH3:15][O:14][C:12]([C:10]1[CH:11]=[C:3]([C:2]([F:1])([F:16])[F:17])[CH:4]=[C:5]2[C:9]=1[N:8]([CH2:19][CH:20]([CH3:22])[CH3:21])[N:7]=[CH:6]2)=[O:13]. Procedure: Compound 12 was prepared following general method 1, using compound 4 as starting material and 1-iodo-2-methylpropane as alkylating agent. Yield: 39%. Reactants: C1CCOC1, [Cs+], [F-], Clc1ncc(I)c(Nc2ccccc2)n1, c1ccc(P(c2ccccc2)(c2ccccc2)[Pd](P(c2ccccc2)(c2ccccc2)c2ccccc2)(P(c2ccccc2)(c2ccccc2)c2ccccc2)P(c2ccccc2)(c2ccccc2)c2ccccc2)cc1, OB(O)c1ccoc1. The product is Clc1ncc(-c2ccoc2)c(Nc2ccccc2)n1. Reaction SMILES: [CH2:26]1[O:27][CH2:28][CH2:29][CH2:30]1.[Cs+:25].[F-:24].[NH:1]([c:2]1[cH:3][cH:4][cH:5][cH:6][cH:7]1)[c:8]1[n:9][c:10]([Cl:15])[n:11][cH:12][c:13]1[I:14].[cH:31]1[cH:32][cH:33][c:34]([P:35]([Pd:36]([P:37]([c:38]2[cH:39][cH:40][cH:41][cH:42][cH:43]2)([c:44]2[cH:45][cH:46][cH:47][cH:48][cH:49]2)[c:50]2[cH:51][cH:52][cH:53][cH:54][cH:55]2)([P:56]([c:57]2[cH:58][cH:59][cH:60][cH:61][cH:62]2)([c:63]2[cH:64][cH:65][cH:66][cH:67][cH:68]2)[c:69]2[cH:70][cH:71][cH:72][cH:73][cH:74]2)[P:75]([c:76]2[cH:77][cH:78][cH:79][cH:80][cH:81]2)([c:82]2[cH:83][cH:84][cH:85][cH:86][cH:87]2)[c:88]2[cH:89][cH:90][cH:91][cH:92][cH:93]2)([c:94]2[cH:95][cH:96][cH:97][cH:98][cH:99]2)[c:100]2[cH:101][cH:102][cH:103][cH:104][cH:105]2)[cH:106][cH:107]1.[o:16]1[cH:17][c:18]([B:21]([OH:22])[OH:23])[cH:19][cH:20]1>>[NH:1]([c:2]1[cH:3][cH:4][cH:5][cH:6][cH:7]1)[c:8]1[n:9][c:10]([Cl:15])[n:11][cH:12][c:13]1-[c:18]1[cH:17][o:16][cH:20][cH:19]1.